Task: describe an organic reaction: reactants, conditions, products, and yield. Dataset: the Open Reaction Database (ORD), a public repository of structured organic reaction records Reactants: COCN(c1cc(Cl)cnc1Br)S(=O)(=O)c1ccc(Cl)c(C(F)(F)F)c1, C1CCOC1, CON(C)C(=O)c1ccccc1-c1ncco1, CC(C)[Mg+], [Cl-]. Yields the product COCN(c1cc(Cl)cnc1C(=O)c1ccccc1-c1ncco1)S(=O)(=O)c1ccc(Cl)c(C(F)(F)F)c1. RXN SMILES: [Br:1][c:2]1[n:3][cH:4][c:5]([Cl:26])[cH:6][c:7]1[N:8]([S:9](=[O:10])(=[O:11])[c:12]1[cH:13][c:14]([C:19]([F:20])([F:21])[F:22])[c:15]([Cl:18])[cH:16][cH:17]1)[CH2:23][O:24][CH3:25].[CH2:49]1[O:50][CH2:51][CH2:52][CH2:53]1.[CH3:32][O:33][N:34]([C:35]([c:36]1[c:37](-[c:42]2[o:43][cH:44][cH:45][n:46]2)[cH:38][cH:39][cH:40][cH:41]1)=[O:47])[CH3:48].[CH:28]([Mg+:29])([CH3:30])[CH3:31].[Cl-:27]>>[c:2]1([C:35]([c:36]2[c:37](-[c:42]3[o:43][cH:44][cH:45][n:46]3)[cH:38][cH:39][cH:40][cH:41]2)=[O:47])[n:3][cH:4][c:5]([Cl:26])[cH:6][c:7]1[N:8]([S:9](=[O:10])(=[O:11])[c:12]1[cH:13][c:14]([C:19]([F:20])([F:21])[F:22])[c:15]([Cl:18])[cH:16][cH:17]1)[CH2:23][O:24][CH3:25]. Reactants: [BH4-], CCCC[N+](CCCC)(CCCC)CCCC, C1COCCO1, O=[N+]([O-])c1nc(Cl)[nH]c1I, Cl. Yields the product O=[N+]([O-])c1c[nH]c(Cl)n1. As a reaction SMILES: [BH4-:11].[CH2:12]([N+:13]([CH2:14][CH2:15][CH2:16][CH3:17])([CH2:18][CH2:19][CH2:20][CH3:21])[CH2:22][CH2:23][CH2:24][CH3:25])[CH2:26][CH2:27][CH3:28].[CH2:30]1[O:31][CH2:32][CH2:33][O:34][CH2:35]1.[Cl:1][c:2]1[nH:3][c:4]([I:10])[c:5]([N+:7](=[O:8])[O-:9])[n:6]1.[ClH:29]>>[Cl:1][c:2]1[nH:3][cH:4][c:5]([N+:7](=[O:8])[O-:9])[n:6]1.